This data is from the Open Reaction Database (ORD), a public repository of structured organic reaction records. The task is: describe an organic reaction: reactants, conditions, products, and yield Reaction SMILES: [CH3:25][SH:26].[CH3:27][S:28]([CH3:29])=[O:30].[Cl:1][c:2]1[c:3]([C:9]([CH2:10][n:11]2[n:12][n:13][cH:14][cH:15]2)([CH:16]([CH3:17])[O:18][S:19]([CH3:20])(=[O:21])=[O:22])[OH:23])[cH:4][cH:5][c:6]([Cl:8])[cH:7]1.[Na:24].[OH2:31]>>[Cl:1][c:2]1[c:3]([C:9]([CH2:10][n:11]2[n:12][n:13][cH:14][cH:15]2)([CH:16]([CH3:17])[S:26][CH3:25])[OH:23])[cH:4][cH:5][c:6]([Cl:8])[cH:7]1. The reactants are CS, CS(C)=O, CC(OS(C)(=O)=O)C(O)(Cn1ccnn1)c1ccc(Cl)cc1Cl, [Na], O. Product: CSC(C)C(O)(Cn1ccnn1)c1ccc(Cl)cc1Cl. Reactants: CNCCC1=CNC2=CC=CC=C12 (3-(2-methylaminoethyl)indole), Cl.ClCCCN1CCCCC1 (1-(3-chloropropyl)piperidine hydrochloride), Cl.ClCCCN1CC(CCC1)C1=CC=C(C=C1)OC (1-(3-chloropropyl)-3-(4-methoxyphenyl)piperidine hydrochloride). The product is Cl.N1C=C(C2=CC=CC=C12)CCN(CCCC1CNCCC1)C ((2-Indol-3-ylethyl)methyl(3-piperidylpropyl)amine Hydrochloride). As a reaction SMILES: [CH3:1][NH:2][CH2:3][CH2:4][C:5]1[C:13]2[C:8](=CC=[CH:11][CH:12]=2)[NH:7][CH:6]=1.Cl.[Cl:15]CCCN1CCCCC1.Cl.ClCCC[N:30]1C[CH2:34][CH2:33][CH:32]([C:36]2[CH:41]=[CH:40][C:39](OC)=[CH:38][CH:37]=2)[CH2:31]1>>[ClH:15].[NH:30]1[C:37]2[C:36](=[CH:41][CH:40]=[CH:39][CH:38]=2)[C:32]([CH2:33][CH2:34][N:2]([CH3:1])[CH2:3][CH2:4][CH2:5][CH:13]2[CH2:12][CH2:11][CH2:6][NH:7][CH2:8]2)=[CH:31]1 |f:1.2,3.4,5.6|. Reported procedure: Using 3-(2-methylaminoethyl)indole (123 mg, 0.70 mmol) and 1-(3-chloropropyl)piperidine hydrochloride (198 mg, 1.0 mmol) instead of 4-(3-indolyl)piperidine and 1-(3-chloropropyl)-3-(4-methoxyphenyl)piperidine hydrochloride respectively, reaction and concentration were carried out in the same procedure as Example 2. The resulting crude product was purified by column chromatography on a silica gel (silica gel NH-DM 1020 produced by Fuji Silysia Chemical Ltd., eluent; hexane:ethyl acetate=1:1) to a...